This data is from the Open Reaction Database (ORD), a public repository of structured organic reaction records. The task is: describe an organic reaction: reactants, conditions, products, and yield Starting materials: CC#N, COc1ccc(Oc2ccc3ccc(N)nc3n2)cc1, O, O=C(O)c1ccccc1. Product: COc1ccc(Oc2ccc3ccc(NC(=O)c4ccccc4)nc3n2)cc1. RXN SMILES: [CH3:30][C:31]#[N:32].[NH2:10][c:11]1[n:12][c:13]2[n:14][c:15]([O:21][c:22]3[cH:23][cH:24][c:25]([O:28][CH3:29])[cH:26][cH:27]3)[cH:16][cH:17][c:18]2[cH:19][cH:20]1.[OH2:33].[OH:1][C:2](=[O:3])[c:4]1[cH:5][cH:6][cH:7][cH:8][cH:9]1>>[C:2](=[O:3])([c:4]1[cH:5][cH:6][cH:7][cH:8][cH:9]1)[NH:10][c:11]1[n:12][c:13]2[n:14][c:15]([O:21][c:22]3[cH:23][cH:24][c:25]([O:28][CH3:29])[cH:26][cH:27]3)[cH:16][cH:17][c:18]2[cH:19][cH:20]1. Starting materials: COC(=O)[C@H]1[C@H](CCCCCC1)N (cis-2-Amino-cyclooctanecarboxylic acid methyl ester), C(#N)[BH3-].[Na+] (Sodium cyanoborohydride), C([O-])(O)=O.[Na+] (sodium bicarbonate), FC1=CC=C(C=O)C=C1 (4-Fluoro-benzaldehyde). Run in CO (methanol), C(C)(=O)O (acetic acid). Run at temperature 25 celsius, time 10 minute. Yields the product crude product, COC(=O)[C@H]1[C@H](CCCCCC1)NCC1=CC=C(C=C1)F (cis-2-(4-fluoro-benzylamino)-cyclooctanecarboxylic acid methyl ester). The yield is 67.1%. RXN SMILES: [CH3:1][O:2][C:3]([C@@H:5]1[CH2:12][CH2:11][CH2:10][CH2:9][CH2:8][CH2:7][C@@H:6]1[NH2:13])=[O:4].[F:14][C:15]1[CH:22]=[CH:21][C:18]([CH:19]=O)=[CH:17][CH:16]=1.C([BH3-])#N.[Na+].C(=O)(O)[O-].[Na+]>CO.C(O)(=O)C>[CH3:1][O:2][C:3]([C@@H:5]1[CH2:12][CH2:11][CH2:10][CH2:9][CH2:8][CH2:7][C@@H:6]1[NH:13][CH2:19][C:18]1[CH:21]=[CH:22][C:15]([F:14])=[CH:16][CH:17]=1)=[O:4] |f:2.3,4.5|. Reported procedure: cis-2-Amino-cyclooctanecarboxylic acid methyl ester (0.66 g, 3.56 mmol) was dissolved in methanol (20 mL). 4-Fluoro-benzaldehyde (0.44 g, 3.56 mmol) was added followed by acetic acid (1 mL). The solution was stirred at 25° C. for 10 min. Sodium cyanoborohydride (0.56 g, 8.9 mmol) was added and the mixture was stirred at 25° C. for 16 h. The mixture was poured into 1/2 saturated aqueous sodium bicarbonate solution (150 mL). The aqueous layer was extracted with ethyl acetate (2×150 mL). The organi...